Dataset: the Open Reaction Database (ORD), a public repository of structured organic reaction records. Task: describe an organic reaction: reactants, conditions, products, and yield Starting materials: COc1ccccc1C(=O)CBr, CN(C)C=O, CCOC(C)=O, [H-], [Na+], N#Cc1ccccc1-c1cc(F)c(Cn2c(=O)[nH]c(=O)c3cc(CC(F)(F)F)sc32)c(F)c1. Yields the product COc1ccccc1C(=O)Cn1c(=O)c2cc(CC(F)(F)F)sc2n(Cc2c(F)cc(-c3ccccc3C#N)cc2F)c1=O. RXN SMILES: [Br:34][CH2:35][C:36](=[O:37])[c:38]1[c:39]([O:44][CH3:45])[cH:40][cH:41][cH:42][cH:43]1.[CH3:46][N:47]([CH3:48])[CH:49]=[O:50].[CH3:53][CH2:54][O:55][C:56](=[O:57])[CH3:58].[H-:51].[Na+:52].[O:1]=[c:2]1[nH:3][c:4](=[O:33])[c:5]2[c:6]([n:7]1[CH2:8][c:9]1[c:10]([F:24])[cH:11][c:12](-[c:16]3[c:17]([C:22]#[N:23])[cH:18][cH:19][cH:20][cH:21]3)[cH:13][c:14]1[F:15])[s:25][c:26]([CH2:28][C:29]([F:30])([F:31])[F:32])[cH:27]2>>[O:1]=[c:2]1[n:3]([CH2:35][C:36](=[O:37])[c:38]2[c:39]([O:44][CH3:45])[cH:40][cH:41][cH:42][cH:43]2)[c:4](=[O:33])[c:5]2[c:6]([n:7]1[CH2:8][c:9]1[c:10]([F:24])[cH:11][c:12](-[c:16]3[c:17]([C:22]#[N:23])[cH:18][cH:19][cH:20][cH:21]3)[cH:13][c:14]1[F:15])[s:25][c:26]([CH2:28][C:29]([F:30])([F:31])[F:32])[cH:27]2. Starting materials: O=C(c1ccc(Br)cc1)N1CCC2(CC1)OCCO2, C[Sn](C)(C)c1nccs1, Cc1ccccc1, c1ccc(P(c2ccccc2)(c2ccccc2)[Pd](P(c2ccccc2)(c2ccccc2)c2ccccc2)(P(c2ccccc2)(c2ccccc2)c2ccccc2)P(c2ccccc2)(c2ccccc2)c2ccccc2)cc1. Product: O=C(c1ccc(-c2nccs2)cc1)N1CCC2(CC1)OCCO2. Reaction SMILES: [CH2:1]1[CH2:2][O:3][C:4]2([CH2:5][CH2:6][N:7]([C:10]([c:11]3[cH:12][cH:13][c:14]([Br:17])[cH:15][cH:16]3)=[O:18])[CH2:8][CH2:9]2)[O:19]1.[CH3:20][Sn:21]([c:22]1[s:23][cH:24][cH:25][n:26]1)([CH3:27])[CH3:28].[CH3:29][c:30]1[cH:31][cH:32][cH:33][cH:34][cH:35]1.[cH:36]1[cH:37][cH:38][c:39]([P:40]([Pd:41]([P:42]([c:43]2[cH:44][cH:45][cH:46][cH:47][cH:48]2)([c:49]2[cH:50][cH:51][cH:52][cH:53][cH:54]2)[c:55]2[cH:56][cH:57][cH:58][cH:59][cH:60]2)([P:61]([c:62]2[cH:63][cH:64][cH:65][cH:66][cH:67]2)([c:68]2[cH:69][cH:70][cH:71][cH:72][cH:73]2)[c:74]2[cH:75][cH:76][cH:77][cH:78][cH:79]2)[P:80]([c:81]2[cH:82][cH:83][cH:84][cH:85][cH:86]2)([c:87]2[cH:88][cH:89][cH:90][cH:91][cH:92]2)[c:93]2[cH:94][cH:95][cH:96][cH:97][cH:98]2)([c:99]2[cH:100][cH:101][cH:102][cH:103][cH:104]2)[c:105]2[cH:106][cH:107][cH:108][cH:109][cH:110]2)[cH:111][cH:112]1>>[CH2:1]1[CH2:2][O:3][C:4]2([CH2:5][CH2:6][N:7]([C:10]([c:11]3[cH:12][cH:13][c:14](-[c:22]4[s:23][cH:24][cH:25][n:26]4)[cH:15][cH:16]3)=[O:18])[CH2:8][CH2:9]2)[O:19]1. The reactants are ( OD600 ), [methyl-14C]AdoMet, C1=CC(=CC=C1CCN)S(=O)(=O)F (AEBSF), OCC(O)CO (glycerol), C1CN(CCN1CCO)CCS(=O)(=O)O (Hepes). Conditions: time 15 minute. Yields the product N[C@@H](CCCCN)C(=O)O (Lysine). RXN SMILES: C1[C:6]([CH2:7][CH2:8][NH2:9])=[CH:5]C=C(S(F)(=O)=O)C=1.[OH:14]CC(CO)O.C1[N:25]([CH2:26][CH2:27][OH:28])CCN(CCS(O)(=O)=O)C1>>[NH2:25][C@H:26]([C:27]([OH:28])=[O:14])[CH2:5][CH2:6][CH2:7][CH2:8][NH2:9]. Procedure details: smegmatis or M. bovis BCG cultures with an optical density measured at 600 nm (OD600) of 0.5 were centrifuged at 10000 g for 15 min. The pellet was re-suspended in 10 ml of 50 mM Hepes buffer (pH 7.4) containing 1 mM of AEBSF (Pefabloc Sc, Roche) and 15% (v/v) of glycerol (buffer A). The cells then underwent continuous sonication for 10 minutes at 4° C. using a Branson type sonicator, the outlet power being adjusted to 5. The total cell lysate was centrifuged at 4° C. at 20000 g for 15 min. For ... Reactants: CC(=O)Cl, CCOC(=O)CC1CCc2cc(N)ccc2O1, Cc1ccccc1, c1ccncc1. The product is CCOC(=O)CC1CCc2cc(NC(C)=O)ccc2O1. RXN SMILES: [CH3:25][C:26]([Cl:27])=[O:28].[NH2:8][c:9]1[cH:10][c:11]2[c:16]([cH:17][cH:18]1)[O:15][CH:14]([CH2:19][C:20](=[O:21])[O:22][CH2:23][CH3:24])[CH2:13][CH2:12]2.[c:1]1([CH3:2])[cH:3][cH:4][cH:5][cH:6][cH:7]1.[cH:29]1[cH:30][cH:31][n:32][cH:33][cH:34]1>>[NH:8]([c:9]1[cH:10][c:11]2[c:16]([cH:17][cH:18]1)[O:15][CH:14]([CH2:19][C:20](=[O:21])[O:22][CH2:23][CH3:24])[CH2:13][CH2:12]2)[C:26]([CH3:25])=[O:28]. The reactants are C1CCCC2=CC=CC=C12 (tetralin), steel, C1(=CC=CC=C1)C1=C(C=CC=C1)S (2-phenylthiophenol). Run at temperature 400 celsius. Yields the product C1(=CC=CC=C1)C1=CC=CC=C1 (biphenyl). As a reaction SMILES: C1C2C(=CC=CC=2)CCC1.[C:11]1([C:17]2[CH:22]=[CH:21][CH:20]=[CH:19][C:18]=2S)[CH:16]=[CH:15][CH:14]=[CH:13][CH:12]=1>>[C:11]1([C:17]2[CH:18]=[CH:19][CH:20]=[CH:21][CH:22]=2)[CH:16]=[CH:15][CH:14]=[CH:13][CH:12]=1. Reported procedure: A volume of 1.5 ml of a tetralin solution containing 0.1 M of 2-phenylthiopheol was placed into 3 ml stainless-steel mini-bomb inside a dry-box. The mini-bomb was heated at 400° C. in an oven for a certain period of time and the content analyzed by GC/MS. Results in Table 1 below indicate desulfurization of 2-phenylthiophenol, giving biphenyl as the major product. Reactants: C(C)(=O)NCCCCC1=CC=C(C=C1)C(C=CC)=O (4-[4-(acetylamino)butyl]-1-(2-butenoyl)benzene), CC(C#N)O (acetocyanhydrin), C([O-])([O-])=O.[Na+].[Na+] (sodium carbonate). Solvent: CO (methanol). Yields the product C(C)(=O)NCCCCC1=CC=C(C=C1)C(CC(C)C#N)=O (4-[4-(acetylamino)butyl]-1-(3-cyanobutanoyl)benzene). The yield is 79.9%. RXN SMILES: C(=O)([O-])[O-].[Na+].[Na+].[C:7]([NH:10][CH2:11][CH2:12][CH2:13][CH2:14][C:15]1[CH:20]=[CH:19][C:18]([C:21](=[O:25])[CH:22]=[CH:23][CH3:24])=[CH:17][CH:16]=1)(=[O:9])[CH3:8].CC(O)[C:28]#[N:29]>CO>[C:7]([NH:10][CH2:11][CH2:12][CH2:13][CH2:14][C:15]1[CH:20]=[CH:19][C:18]([C:21](=[O:25])[CH2:22][CH:23]([C:28]#[N:29])[CH3:24])=[CH:17][CH:16]=1)(=[O:9])[CH3:8] |f:0.1.2|. Procedure: 1.1 ml of a 10% sodium carbonate aqueous solution was added to 15 ml of a methanol solution containing 510 mg of 4-[4-(acetylamino)butyl]-1-(2-butenoyl)benzene and 1.69 g of acetocyanhydrin, and the mixture was refluxed under heating for 2 hours. The solvent was removed, and the residue was purified by silica gel column chromatography (eluent: chloroform-methanol (40:1)) to obtain 450 mg of 4-[4-(acetylamino)butyl]-1-(3-cyanobutanoyl)benzene.